Dataset: the Open Reaction Database (ORD), a public repository of structured organic reaction records. Task: describe an organic reaction: reactants, conditions, products, and yield The reactants are O=C(OCc1ccccc1)ON1C(=O)CCC1=O, O=C([O-])[O-], C1COCCO1, O=C(O)C1CCCNC1, [Na+], [Na+], O. Yields the product O=C(O)C1CCCN(C(=O)OCc2ccccc2)C1. RXN SMILES: [C:10]([O:11][CH2:12][c:13]1[cH:14][cH:15][cH:16][cH:17][cH:18]1)([O:19][N:21]1[C:22](=[O:23])[CH2:24][CH2:25][C:26]1=[O:27])=[O:20].[C:28](=[O:29])([O-:30])[O-:31].[CH2:34]1[O:35][CH2:36][CH2:37][O:38][CH2:39]1.[NH:1]1[CH2:2][CH:3]([C:7](=[O:8])[OH:9])[CH2:4][CH2:5][CH2:6]1.[Na+:32].[Na+:33].[OH2:40]>>[N:1]1([C:10]([O:11][CH2:12][c:13]2[cH:14][cH:15][cH:16][cH:17][cH:18]2)=[O:19])[CH2:2][CH:3]([C:7](=[O:8])[OH:9])[CH2:4][CH2:5][CH2:6]1. The reactants are ClC1=C(C#N)C=CC(=C1)C1=NNC=C1 (2-chloro-4-(1H-pyrazol-3-yl)benzonitrile), O[C@@H](CNC(OC(C)(C)C)=O)C ((R)-tert-butyl 2-hydroxypropylcarbamate). Yields the product NC[C@@H](C)N1N=C(C=C1)C1=CC(=C(C#N)C=C1)Cl ((R)-4-[1-(1-Aminopropan-2-yl)-1H-pyrazol-3-yl]-2-chlorobenzonitrile). As a reaction SMILES: [Cl:1][C:2]1[CH:9]=[C:8]([C:10]2[CH:14]=[CH:13][NH:12][N:11]=2)[CH:7]=[CH:6][C:3]=1[C:4]#[N:5].O[C@H:16]([CH3:26])[CH2:17][NH:18]C(=O)OC(C)(C)C>>[NH2:18][CH2:17][C@H:16]([N:12]1[CH:13]=[CH:14][C:10]([C:8]2[CH:7]=[CH:6][C:3]([C:4]#[N:5])=[C:2]([Cl:1])[CH:9]=2)=[N:11]1)[CH3:26]. Procedure: (R)-4-[1-(1-Aminopropan-2-yl)-1H-pyrazol-3-yl]-2-chlorobenzonitrile was prepared using the method of Example 34(c) starting from 2-chloro-4-(1H-pyrazol-3-yl)benzonitrile and (R)-tert-butyl 2-hydroxypropylcarbamate. 1H NMR (400 MHz, CDCl3): 1.24 (21-1, broad s), 1.54 (3H, d), 3.05 (1H, distorted dd), 3.17 (1H, distorted dd), 4.34 (1H, m), 6.61 (1H, d), 7.52 (1H, d), 7.66 (1H, d), 7.78 (1H, dd), 7.98 (1H, d). Starting materials: O=C(O)CCc1csc(Nc2ncc(Br)cc2Oc2ccccc2)n1, C1CCOC1, CCN=C=NCCCN(C)C, CCN(C(C)C)C(C)C, Cl, CC(=O)CN. The product is CC(=O)CNC(=O)CCc1csc(Nc2ncc(Br)cc2Oc2ccccc2)n1. As a reaction SMILES: [Br:1][c:2]1[cH:3][c:4]([O:19][c:20]2[cH:21][cH:22][cH:23][cH:24][cH:25]2)[c:5]([NH:8][c:9]2[s:10][cH:11][c:12]([CH2:14][CH2:15][C:16](=[O:17])[OH:18])[n:13]2)[n:6][cH:7]1.[CH2:52]1[O:53][CH2:54][CH2:55][CH2:56]1.[CH3:35][CH2:36][N:37]=[C:38]=[N:39][CH2:40][CH2:41][CH2:42][N:43]([CH3:44])[CH3:45].[CH:26]([N:27]([CH2:28][CH3:29])[CH:30]([CH3:31])[CH3:32])([CH3:33])[CH3:34].[ClH:46].[NH2:47][CH2:48][C:49]([CH3:50])=[O:51]>>[Br:1][c:2]1[cH:3][c:4]([O:19][c:20]2[cH:21][cH:22][cH:23][cH:24][cH:25]2)[c:5]([NH:8][c:9]2[s:10][cH:11][c:12]([CH2:14][CH2:15][C:16](=[O:18])[NH:47][CH2:48][C:49]([CH3:50])=[O:51])[n:13]2)[n:6][cH:7]1.